Dataset: the Open Reaction Database (ORD), a public repository of structured organic reaction records. Task: describe an organic reaction: reactants, conditions, products, and yield The reactants are COC(=O)c1ccc(C(=O)N2CCN(c3ncccc3NC(C)C)CC2)cc1, CO, CC(N)CO, O. Product: CC(C)Nc1cccnc1N1CCN(C(=O)c2ccc(C(=O)NC(C)CO)cc2)CC1. Reaction SMILES: [CH3:1][O:2][C:3]([c:4]1[cH:5][cH:6][c:7]([C:10](=[O:11])[N:12]2[CH2:13][CH2:14][N:15]([c:18]3[n:19][cH:20][cH:21][cH:22][c:23]3[NH:24][CH:25]([CH3:26])[CH3:27])[CH2:16][CH2:17]2)[cH:8][cH:9]1)=[O:28].[CH3:35][OH:36].[NH2:29][CH:30]([CH2:31][OH:32])[CH3:33].[OH2:34]>>[C:3]([c:4]1[cH:5][cH:6][c:7]([C:10](=[O:11])[N:12]2[CH2:13][CH2:14][N:15]([c:18]3[n:19][cH:20][cH:21][cH:22][c:23]3[NH:24][CH:25]([CH3:26])[CH3:27])[CH2:16][CH2:17]2)[cH:8][cH:9]1)(=[O:28])[NH:29][CH:30]([CH2:31][OH:32])[CH3:33]. The reactants are BrC1=C(C=CC=C1)[N+](=O)[O-] (2-bromonitrobenzene), ClC1=CC=C(C=C1)B(O)O (4-chlorophenylboronic acid), P(=O)([O-])([O-])[O-].[K+].[K+].[K+] (tripotassium phosphate), CN(C=O)C (dimethylformamide). Reagents/catalysts: [Br-].C(CCC)[N+](CCCC)(CCCC)CCCC (tetrabutylammonium bromide), C(C)(=O)[O-].[Pd+2].C(C)(=O)[O-] (palladium acetate). Solvent: O (water). The product is ClC1=CC=C(C=C1)C1=C(C=CC=C1)[N+](=O)[O-] (2-(4-chlorophenyl)nitrobenzene). Isolated yield 95.1%. As a reaction SMILES: Br[C:2]1[CH:7]=[CH:6][CH:5]=[CH:4][C:3]=1[N+:8]([O-:10])=[O:9].[Cl:11][C:12]1[CH:17]=[CH:16][C:15](B(O)O)=[CH:14][CH:13]=1.P([O-])([O-])([O-])=O.[K+].[K+].[K+].CN(C)C=O>[Br-].C([N+](CCCC)(CCCC)CCCC)CCC.C([O-])(=O)C.[Pd+2].C([O-])(=O)C.O>[Cl:11][C:12]1[CH:17]=[CH:16][C:15]([C:2]2[CH:7]=[CH:6][CH:5]=[CH:4][C:3]=2[N+:8]([O-:10])=[O:9])=[CH:14][CH:13]=1 |f:2.3.4.5,7.8,9.10.11|. Procedure: A mixed solution of 20 g of 2-bromonitrobenzene, 17 g of 4-chlorophenylboronic acid, 45 g of tripotassium phosphate, 6.9 g of tetrabutylammonium bromide, 480 mg of palladium acetate and 500 ml of dimethylformamide was heated/stirred at 130° C. for 5 hours under a nitrogen flow. The solution was cooled to room temperature, then poured into 100 ml of water, and extracted with 150 ml of toluene. The organic layer was washed with 100 ml of water three times, dried over magnesium sulfate, and then ev... Starting materials: ClCC1=CC=CC2=CC=CC=C12 (1-chloromethylnaphthalene), S(=O)([O-])S(=O)[O-].[Na+].[Na+] (sodium hydrosulfite), O (water). Solvent: CN(C)C=O (DMF). Run at time 12 hour. The product is C1(=CC=CC2=CC=CC=C12)CS(=O)(=O)CC1=CC=CC2=CC=CC=C12 (bis(1-naphthylmethyl) sulfone). Isolated yield 100.3%. RXN SMILES: [S:1](S([O-])=O)([O-:3])=[O:2].[Na+].[Na+].Cl[CH2:10][C:11]1[C:20]2[C:15](=[CH:16][CH:17]=[CH:18][CH:19]=2)[CH:14]=[CH:13][CH:12]=1.O>CN(C=O)C>[C:11]1([CH2:10][S:1]([CH2:10][C:11]2[C:20]3[C:15](=[CH:16][CH:17]=[CH:18][CH:19]=3)[CH:14]=[CH:13][CH:12]=2)(=[O:3])=[O:2])[C:20]2[C:15](=[CH:16][CH:17]=[CH:18][CH:19]=2)[CH:14]=[CH:13][CH:12]=1 |f:0.1.2|. Reported procedure: To a well-stirred suspension of 7.3 grams (42 mmol) of sodium hydrosulfite (Na2S2O4) in 30 ml DMF was added 5.0 grams (28.3 retool) of 1-chloromethylnaphthalene. The mixture was stirred at room temperature for 12 hours, then brought to 85° C. for 24 hours. The warm mixture was poured onto 400 ml crushed ice, and the total volume brought to 700 ml with water. The precipitated solids were filtered to give 4.91 grams (14.2 mmol, 100% yield) of bis(1-naphthylmethyl) sulfone. Pure material was obtain... Starting materials: C1(CCCCC1)CN1C(C[C@@H]2C3=C(CC[C@H]12)C(=CC=C3)OC)=O (rac-cis-3-cyclohexylmethyl-1,3,3a,4,5, 9b-hexahydro-6-methoxy-2H-benzo[e]indol-2-one), [H-].[Al+3].[Li+].[H-].[H-].[H-] (lithium aluminum hydride), [O-]S(=O)(=O)[O-].[Na+].[Na+] (Na2SO4), [OH-].[Na+] (sodium hydroxide). Solvent: C1CCOC1 (THF), C1CCOC1 (THF), O (water), O (water). Product: C1(CCCCC1)CN1CC[C@@H]2C3=C(CC[C@H]12)C(=CC=C3)OC (rac-cis-3-cyclohexylmethyl-2,3,3a,4,5,9b-hexahydro-6-methoxy-1H-benzo[e]indole). Yield: 97.7%. RXN SMILES: [H-].[Al+3].[Li+].[H-].[H-].[H-].[CH:7]1([CH2:13][N:14]2[C@@H:22]3[C@@H:17]([C:18]4[CH:26]=[CH:25][CH:24]=[C:23]([O:27][CH3:28])[C:19]=4[CH2:20][CH2:21]3)[CH2:16][C:15]2=O)[CH2:12][CH2:11][CH2:10][CH2:9][CH2:8]1.[OH-].[Na+].[O-]S([O-])(=O)=O.[Na+].[Na+]>C1COCC1.O>[CH:7]1([CH2:13][N:14]2[C@@H:22]3[C@@H:17]([C:18]4[CH:26]=[CH:25][CH:24]=[C:23]([O:27][CH3:28])[C:19]=4[CH2:20][CH2:21]3)[CH2:16][CH2:15]2)[CH2:8][CH2:9][CH2:10][CH2:11][CH2:12]1 |f:0.1.2.3.4.5,7.8,9.10.11|. Procedure details: 0.92 g (0.02412 mol) of lithium aluminum hydride was suspended in 40 ml of THF under argon. A solution of 3.78 g (0.01206 mol) of rac-cis-3-cyclohexylmethyl-1,3,3a,4,5, 9b-hexahydro-6-methoxy-2H-benzo[e]indol-2-one in 40 ml of THF was added dropwise thereto and the mixture was boiled under reflux for 2 hours. Then, 0.9 ml of water, 0.9 ml of 4N sodium hydroxide solution and 2.7 ml of water were cautiously added dropwise thereto in succession, whereupon the mixture was boiled at reflux until a co... The reactants are C(C)(=O)C1=C(C(=C(OCCCOC=2C=C(C(=CC2)C)NC(=O)C2=NN=NN2CC2=CC=C(C=C2)OC)C=C1)CCC(F)(F)F)O (N-{{3-{3-[4-acetyl-3-hydroxy-2-(3,3,3-trifluoropropyl)-phenoxy]-propoxy}-6-methyl-phenyl}}-1-(4-methoxybenzyl)-tetrazole-5-carboxamide). Solvent: FC(C(=O)O)(F)F (trifluoroacetic acid), C1(=CC=CC=C1)OC (anisole). The product is C(C)(=O)C1=C(C(=C(OCCCOC=2C=C(C(=CC2)C)NC(=O)C2=NN=NN2)C=C1)CCC(F)(F)F)O (N-{{3-{3-[4-acetyl-3-hydroxy-2-(3,3,3-trifluoropropyl)-phenoxy]-propoxy}-6-methyl-phenyl}}-1H-tetrazole-5-carboxamide). As a reaction SMILES: [C:1]([C:4]1[CH:38]=[CH:37][C:7]([O:8][CH2:9][CH2:10][CH2:11][O:12][C:13]2[CH:14]=[C:15]([NH:20][C:21]([C:23]3[N:27](CC4C=CC(OC)=CC=4)[N:26]=[N:25][N:24]=3)=[O:22])[C:16]([CH3:19])=[CH:17][CH:18]=2)=[C:6]([CH2:39][CH2:40][C:41]([F:44])([F:43])[F:42])[C:5]=1[OH:45])(=[O:3])[CH3:2]>FC(F)(F)C(O)=O.C1(OC)C=CC=CC=1>[C:1]([C:4]1[CH:38]=[CH:37][C:7]([O:8][CH2:9][CH2:10][CH2:11][O:12][C:13]2[CH:14]=[C:15]([NH:20][C:21]([C:23]3[NH:27][N:26]=[N:25][N:24]=3)=[O:22])[C:16]([CH3:19])=[CH:17][CH:18]=2)=[C:6]([CH2:39][CH2:40][C:41]([F:42])([F:44])[F:43])[C:5]=1[OH:45])(=[O:3])[CH3:2]. Procedure details: A solution of 2.84 g (4.5 mmol of N-{{3-{3-[4-acetyl-3-hydroxy-2-(3,3,3-trifluoropropyl)-phenoxy]-propoxy}-6-methyl-phenyl}}-1-(4-methoxybenzyl)-tetrazole-5-carboxamide in 90 ml of trifluoroacetic acid and 9 ml of anisole is refluxed for 60 minutes. The reaction mixture is concentrated under reduced pressure, about 150 ml of ether and 300 ml of petroleum ether are added and the crystals are filtered off. The N-{{3-{3-[4-acetyl-3-hydroxy-2-(3,3,3-trifluoropropyl)-phenoxy]-propoxy}-6-methyl-phenyl... The reactants are CC(C)(C)c1ccc(O)c(-c2ccc(C=O)o2)c1, CC(=O)O, CC(=O)O, NCCN, CO, [Na+], O=C(O)c1ccccc1NN1C(=O)CSC1=S, O=S([O-])O. Product: CC(C)(C)c1ccc(O)c(-c2ccc(C=C3SC(=S)N(Nc4ccccc4C(=O)O)C3=O)o2)c1. Reaction SMILES: [C:18]([CH3:19])([CH3:20])([CH3:21])[c:22]1[cH:23][cH:24][c:25]([OH:35])[c:26](-[c:28]2[cH:29][cH:30][c:31]([CH:33]=[O:34])[o:32]2)[cH:27]1.[C:36]([OH:37])(=[O:38])[CH3:39].[C:40]([OH:41])(=[O:42])[CH3:43].[CH2:44]([NH2:45])[CH2:46][NH2:47].[CH3:53][OH:54].[Na+:48].[O:1]=[C:2]1[N:3]([NH:8][c:9]2[c:10]([C:11](=[O:12])[OH:13])[cH:14][cH:15][cH:16][cH:17]2)[C:4](=[S:7])[S:5][CH2:6]1.[OH:49][S:50](=[O:51])[O-:52]>>[O:1]=[C:2]1[N:3]([NH:8][c:9]2[c:10]([C:11](=[O:12])[OH:13])[cH:14][cH:15][cH:16][cH:17]2)[C:4](=[S:7])[S:5][C:6]1=[CH:33][c:31]1[cH:30][cH:29][c:28](-[c:26]2[c:25]([OH:35])[cH:24][cH:23][c:22]([C:18]([CH3:19])([CH3:20])[CH3:21])[cH:27]2)[o:32]1.